This data is from the Open Reaction Database (ORD), a public repository of structured organic reaction records. The task is: describe an organic reaction: reactants, conditions, products, and yield Conditions: time 3 hour. Run in ClCCl (dichloromethane), ClCCl (dichloromethane), O (Water). The reactants are Cl.N1CCCC2=CC(=CC=C12)C(=O)OC (methyl 1,2,3,4-tetrahydroquinoline-6-carboxylate hydrochloride), C(C)(C)N(CC)C(C)C (diisopropylethylamine), N1CC(CC1)C=1C=NC=CC1 (3-(pyrrolidin-3-yl)pyridine), ClC(Cl)(OC(OC(Cl)(Cl)Cl)=O)Cl (triphosgene). Yield: 176.8%. RXN SMILES: Cl.[NH:2]1[C:11]2[C:6](=[CH:7][C:8]([C:12]([O:14][CH3:15])=[O:13])=[CH:9][CH:10]=2)[CH2:5][CH2:4][CH2:3]1.C(N(C(C)C)CC)(C)C.ClC(Cl)(O[C:29](=[O:35])OC(Cl)(Cl)Cl)Cl.[NH:37]1[CH2:41][CH2:40][CH:39]([C:42]2[CH:43]=[N:44][CH:45]=[CH:46][CH:47]=2)[CH2:38]1>ClCCl.O>[N:44]1[CH:45]=[CH:46][CH:47]=[C:42]([CH:39]2[CH2:40][CH2:41][N:37]([C:29]([N:2]3[C:11]4[C:6](=[CH:7][C:8]([C:12]([O:14][CH3:15])=[O:13])=[CH:9][CH:10]=4)[CH2:5][CH2:4][CH2:3]3)=[O:35])[CH2:38]2)[CH:43]=1 |f:0.1|. Yields the product N1=CC(=CC=C1)C1CN(CC1)C(=O)N1CCCC2=CC(=CC=C12)C(=O)OC (methyl 1-[(3-(pyridin-3-yl)pyrrolidin-1-yl)carbonyl]-1,2,3,4-tetrahydroquinoline-6-carboxylate). Procedure: 0.6 g of methyl 1,2,3,4-tetrahydroquinoline-6-carboxylate hydrochloride, 13.2 ml of dichloromethane and 2.54 ml of diisopropylethylamine are placed in a 100 ml round-bottomed flask under a nitrogen atmosphere. 0.31 g of triphosgene is added at 0° C. and then the reaction mixture is left stirring at ambient temperature for three hours. 0.39 g of 3-(pyrrolidin-3-yl)pyridine is subsequently added and the reaction mixture is stirred for eighteen hours. Water and dichloromethane are added. The aqueou... The product is C1(=CC=CC=C1)[C@H]1CC(CCC1)=O ((R)-3-phenylcyclohexanone). The solvent is O (water). As a reaction SMILES: [C:1]1(=[O:7])[CH2:6][CH2:5][CH2:4][CH:3]=[CH:2]1.[C:8]1(B(O)O)[CH:13]=[CH:12][CH:11]=[CH:10][CH:9]=1>O>[C:8]1([C@@H:3]2[CH2:4][CH2:5][CH2:6][C:1](=[O:7])[CH2:2]2)[CH:13]=[CH:12][CH:11]=[CH:10][CH:9]=1. Reactants: C1(C=CCCC1)=O (Cyclohexenone), ( 17 ), C1(=CC=CC=C1)B(O)O (phenylboronic acid), Rh(acac) (C2H4)2, polymer. The yield is 80.0%. Procedure: Cyclohexenone (30 mg, 0.312 mmol), a rhodium complex of Rh(acac) (C2H4)2 (5.2 mg, 0.02 mmol), 50 mg of the polymer having the (R)-BINAP group (17) obtained in Preparation Example 1 and a phenylboronic acid (244 mg, 2.0 mmol) were reacted in 4 mL of water at 100° C. for 13 hours. The reaction mixture was filtered out to recover the polymer having the (R)-BINAP group. Meanwhile, the filtrate was extracted with ether and washed with saturated sodium hydrogen carbonate aqueous solution and saturated... Reactants: BOC, C(C)(C)(C)OC(=O)N[C@H](C(=O)N[C@H](C(=O)N1C[C@H](NCC1)C(=O)OCC\C=C\C=C)CC1=CC(=CC=C1)O[Si](C)(C)C(C)(C)C)C(C)C ((S)—((E)-hexa-3,5-dienyl) 1-((S)-2-((S)-2-(tert-butoxycarbonylamino)-3-methylbutanamido)-3-(3-(tert-butyldimethylsilyloxy)phenyl)propanoyl)piperazine-3-carboxylate), 3b, C(CC=C)OC(=O)[C@H]1NN(CCC1)C([C@H](CC1=CC(=CC=C1)O[Si](C)(C)C(C)(C)C)NC([C@H](C(C)C)NC(=O)OC(C)(C)C)=O)=O ((S)-1-{(S)-2-((S)-2-tert-Butoxycarbonylamino-3-methyl-butyrylamino)-3-[3-(tert-butyl-dimethyl-silanyloxy)-phenyl]-propionyl}-hexahydro-pyridazine-3-carboxylic acid but-3-enyl ester), C(CC=C)OC(=O)[C@H]1NN(CCC1)C([C@H](CC1=CC(=CC=C1)O[Si](C)(C)C(C)(C)C)NC([C@H](C(C)C)NC(=O)OC(C)(C)C)=O)=O ((S)-1-{(S)-2-((S)-2-tert-Butoxycarbonylamino-3-methyl-butyrylamino)-3-[3-(tert-butyl-dimethyl-silanyloxy)-phenyl]-propionyl}-hexahydro-pyridazine-3-carboxylic acid but-3-enyl ester), C(CC=C)=O (but-3-en-1-al). Yields the product C(C\C=C\C=C)OC(=O)[C@H]1NN(CCC1)C([C@H](CC1=CC(=CC=C1)O[Si](C)(C)C(C)(C)C)NC([C@H](C(C)C)N)=O)=O ((S)-1-{(S)-2-((S)-2-amino-3-methylbutyryl amino)-3-[3-(tert-butyl-dimethyl-silanyloxy)-phenyl]-propionyl}-hexahydro-pyridazine-3-carboxylic acid (E)-hexa-3,5-dienyl ester). Reaction SMILES: [CH2:1]([O:5][C:6]([C@@H:8]1[CH2:13][CH2:12][CH2:11][N:10]([C:14](=[O:46])[C@@H:15]([NH:31][C:32](=[O:45])[C@@H:33]([NH:37]C(OC(C)(C)C)=O)[CH:34]([CH3:36])[CH3:35])[CH2:16][C:17]2[CH:22]=[CH:21][CH:20]=[C:19]([O:23][Si:24]([C:27]([CH3:30])([CH3:29])[CH3:28])([CH3:26])[CH3:25])[CH:18]=2)[NH:9]1)=[O:7])[CH2:2][CH:3]=[CH2:4].[C:47](OC(N[C@@H](C(C)C)C(N[C@@H](CC1C=CC=C(O[Si](C(C)(C)C)(C)C)C=1)C(N1CCN[C@H](C(OCC/C=C/C=C)=O)C1)=O)=O)=O)(C)(C)[CH3:48].C(=O)CC=C>>[CH2:1]([O:5][C:6]([C@@H:8]1[CH2:13][CH2:12][CH2:11][N:10]([C:14](=[O:46])[C@@H:15]([NH:31][C:32](=[O:45])[C@@H:33]([NH2:37])[CH:34]([CH3:36])[CH3:35])[CH2:16][C:17]2[CH:22]=[CH:21][CH:20]=[C:19]([O:23][Si:24]([C:27]([CH3:28])([CH3:30])[CH3:29])([CH3:25])[CH3:26])[CH:18]=2)[NH:9]1)=[O:7])[CH2:2]/[CH:3]=[CH:4]/[CH:47]=[CH2:48]. Procedure: A solution of 10d (83.5 mg, 0.485 mmol.) in anhydrous dimethylformamide (4 ml) was cooled to 0° C. before adding N,N-diisopropylethylamine (340 uL, 1.94 mmol.) and 2-(1H-7-azabenzotriazol-1-yl)-1,1,3,3-tetramethyl uronium hexafluorophosphate methanaminium (185 mg, 0.485 mmol.) The reaction mixture was stirred at 0° C. for 20 minutes before addition of (S)-1-{(S)-2-((S)-2-amino-3-methylbutyryl amino)-3-[3-(tert-butyl-dimethyl-silanyloxy)-phenyl]-propionyl}-hexahydro-pyridazine-3-carboxylic acid (... Starting materials: O1CCSC=C1C(C(=O)NC1[C@@H]2N(C(=CCS2)C(=O)OCC2=CC=C(C=C2)[N+](=O)[O-])C1=O)=NOC (4-nitrobenzyl 7-[2-(2,3-dihydro-1,4-oxathiin-6-yl)-2-methoxyiminoacetamido]-3-cephem-4-carboxylate), CO (methanol), O (water), C(C)(=O)O (acetic acid). The reagents and catalysts are [C].[Pd] (Palladium carbon). The solvent is O1CCCC1 (tetrahydrofuran). Conditions: time 45 minute. Yields the product O1CCSC=C1C(C(=O)NC1[C@@H]2N(C(=CCS2)C(=O)O)C1=O)=NOC (7-[2-(2,3-dihydro-1,4-oxathiin-6-yl)-2-methoxyiminoacetamido] -3-cephem-4-carboxylic acid). The yield is 63.4%. RXN SMILES: [O:1]1[C:6]([C:7](=[N:33][O:34][CH3:35])[C:8]([NH:10][CH:11]2[C:31](=[O:32])[N:13]3[C:14]([C:18]([O:20]CC4C=CC([N+]([O-])=O)=CC=4)=[O:19])=[CH:15][CH2:16][S:17][C@H:12]23)=[O:9])=[CH:5][S:4][CH2:3][CH2:2]1.CO.O.C(O)(=O)C>O1CCCC1.[C].[Pd]>[O:1]1[C:6]([C:7](=[N:33][O:34][CH3:35])[C:8]([NH:10][CH:11]2[C:31](=[O:32])[N:13]3[C:14]([C:18]([OH:20])=[O:19])=[CH:15][CH2:16][S:17][C@H:12]23)=[O:9])=[CH:5][S:4][CH2:3][CH2:2]1 |f:5.6|. Procedure details: Thus obtained 4-nitrobenzyl 7-[2-(2,3-dihydro-1,4-oxathiin-6-yl)-2-methoxyiminoacetamido]-3-cephem-4-carboxylate (syn isomer, 3.30 g.) was suspended in a mixture of tetrahydrofuran (150 ml.), methanol (70 ml.), water (10 ml.) and acetic acid (1 ml.). 10% Palladium carbon (2.3 g.) was added to the solution, and subjected to catalytic reduction at room temperature for 45 minutes. After removing the catalyst from the resultant solution by filtration, the filtrate was concentrated in vacuo. Water an... The reactants are COCC1=CC=C(O1)CN1N=CC(=N1)[N+](=O)[O-] (2-((5-(methoxymethyl)furan-2-yl)methyl)-4-nitro-2H-1,2,3-triazole), [NH4+].[Cl-] (NH4Cl), N#N (N2). The reagents and catalysts are [Fe] (iron). Run in CCO (EtOH), O (water). Conditions: temperature 90 celsius, time 2 hour. Yields the product COCC1=CC=C(O1)CN1N=CC(=N1)N (2-((5-(Methoxymethyl)furan-2-yl)methyl)-2H-1,2,3-triazol-4-amine). Reaction SMILES: N#N.[CH3:3][O:4][CH2:5][C:6]1[O:10][C:9]([CH2:11][N:12]2[N:16]=[C:15]([N+:17]([O-])=O)[CH:14]=[N:13]2)=[CH:8][CH:7]=1.[NH4+].[Cl-]>CCO.O.[Fe]>[CH3:3][O:4][CH2:5][C:6]1[O:10][C:9]([CH2:11][N:12]2[N:16]=[C:15]([NH2:17])[CH:14]=[N:13]2)=[CH:8][CH:7]=1 |f:2.3|. Procedure details: In a flame dried round-bottomed flask equipped with a magnetic stir bar and under inert atmosphere (N2), a mixture of 2-((5-(methoxymethyl)furan-2-yl)methyl)-4-nitro-2H-1,2,3-triazole (97 mg, 0.35 mmol), iron powder (59 mg, 1.04 mmol) and NH4Cl (94 mg, 1.74 mmol) in a mixture of EtOH (1.6 mL) and water (0.8 mL) was stirred at 90° C. for 2 h. The reaction mixture was filtered while hot and concentrated under reduced pressure. CH2Cl2 (20 mL) was added followed by 1N NaOH (10 mL). The layers were s... Starting materials: BrC=1C(=C(C=C2C(C(=CN(C12)C1CC1)C(=O)OCC)=O)F)F (ethyl 8-bromo-1-cyclopropyl-6,7-difluoro-1,4-dihydro-4-oxo-3-quinolinecarboxylate), C(CCC)[Sn](C#CC)(CCCC)CCCC (1-tributylstannyl-prop-1-ine). Reagents/catalysts: C=1C=CC(=CC1)[P](C=2C=CC=CC2)(C=3C=CC=CC3)[Pd]([P](C=4C=CC=CC4)(C=5C=CC=CC5)C=6C=CC=CC6)([P](C=7C=CC=CC7)(C=8C=CC=CC8)C=9C=CC=CC9)[P](C=1C=CC=CC1)(C=1C=CC=CC1)C=1C=CC=CC1 (tetrakis(triphenylphosphine)palladium(0)). The solvent is C1(=CC=CC=C1)C (toluene). Yields the product C1(CC1)N1C=C(C(C2=CC(=C(C(=C12)C#CC)F)F)=O)C(=O)OCC (ethyl 1-cyclopropyl-6,7-difluoro-1,4-dihydro-4-oxo-8-(propin-1-yl)-3-quinolinecarboxylate). Isolated yield 30.7%. Reaction SMILES: Br[C:2]1[C:3]([F:22])=[C:4]([F:21])[CH:5]=[C:6]2[C:11]=1[N:10]([CH:12]1[CH2:14][CH2:13]1)[CH:9]=[C:8]([C:15]([O:17][CH2:18][CH3:19])=[O:16])[C:7]2=[O:20].[CH2:23]([Sn](CCCC)(CCCC)C#CC)[CH2:24][CH2:25]C>C1(C)C=CC=CC=1.C1C=CC([P]([Pd]([P](C2C=CC=CC=2)(C2C=CC=CC=2)C2C=CC=CC=2)([P](C2C=CC=CC=2)(C2C=CC=CC=2)C2C=CC=CC=2)[P](C2C=CC=CC=2)(C2C=CC=CC=2)C2C=CC=CC=2)(C2C=CC=CC=2)C2C=CC=CC=2)=CC=1>[CH:12]1([N:10]2[C:11]3[C:6](=[CH:5][C:4]([F:21])=[C:3]([F:22])[C:2]=3[C:23]#[C:24][CH3:25])[C:7](=[O:20])[C:8]([C:15]([O:17][CH2:18][CH3:19])=[O:16])=[CH:9]2)[CH2:14][CH2:13]1 |^1:49,51,70,89|. Procedure details: 7.5 g of ethyl 8-bromo-1-cyclopropyl-6,7-difluoro-1,4-dihydro-4-oxo-3-quinolinecarboxylate, 9.1 g of 1-tributylstannyl-prop-1-ine and 1.16 g of tetrakis(triphenylphosphine)palladium(0) are refluxed for 8 hours in 80 ml of absolute toluene under a nitrogen atmosphere. The solid which crystallises out at -18° C. is filtered off with suction and dried. 2.05 g of ethyl 1-cyclopropyl-6,7-difluoro-1,4-dihydro-4-oxo-8-(propin-1-yl)-3-quinolinecarboxylate are obtained (31% of theory).